This data is from the Open Reaction Database (ORD), a public repository of structured organic reaction records. The task is: describe an organic reaction: reactants, conditions, products, and yield Starting materials: ClC=1C=C(C2=CC=C(C=C2C2=NC3=CC=C(C=C3C=C2)C2=NC3=C(N2C2CCCCC2)C=CC(=C3)C(=O)O)OC)C=CC1F (2-[2-(3′-chloro-4′-fluoro-4-methoxy-biphen-2-yl)-quinolin-6-yl]-1-cyclohexyl-1H-benzoimidazole-5-carboxylic acid), COC(=O)C1=CC2=C(N(C(=N2)C=2C=C3C=CC(=NC3=CC2)C2=C(C=CC(=C2)OC)Br)C2CCCCC2)C=C1 (2-[2-(2-Bromo-5-methoxy-phenyl)-quinolin-6-yl]-1-cyclohexyl-1H-benzoimidazole-5-carboxylic acid Methyl Ester), COC1=CC=C(C=C1)B(O)O (4-methoxyphenylboronic acid). Yields the product C1(CCCCC1)N1C(=NC2=C1C=CC(=C2)C(=O)O)C=2C=C1C=CC(=NC1=CC2)C2=CC(=CC=C2C2=CC=C(C=C2)OC)OC (1-cyclohexyl-2-[2-(4,4′-dimethoxy-biphen-2-yl)-quinolin-6-yl]-1H-benzoimidazole-5-carboxylic acid). Isolated yield 15.0%. As a reaction SMILES: Cl[C:2]1[CH:3]=[C:4]([CH:41]=[CH:42][C:43]=1F)[C:5]1[C:10]([C:11]2[CH:20]=[CH:19][C:18]3[C:13](=[CH:14][CH:15]=[C:16]([C:21]4[N:25]([CH:26]5[CH2:31][CH2:30][CH2:29][CH2:28][CH2:27]5)[C:24]5[CH:32]=[CH:33][C:34]([C:36]([OH:38])=[O:37])=[CH:35][C:23]=5[N:22]=4)[CH:17]=3)[N:12]=2)=[CH:9][C:8]([O:39][CH3:40])=[CH:7][CH:6]=1.[CH3:45][O:46]C(C1C=CC2N(C3CCCCC3)C(C3C=C4C(=CC=3)N=C(C3C=C(OC)C=CC=3Br)C=C4)=NC=2C=1)=O.COC1C=CC(B(O)O)=CC=1>>[CH:26]1([N:25]2[C:24]3[CH:32]=[CH:33][C:34]([C:36]([OH:38])=[O:37])=[CH:35][C:23]=3[N:22]=[C:21]2[C:16]2[CH:17]=[C:18]3[C:13](=[CH:14][CH:15]=2)[N:12]=[C:11]([C:10]2[C:5]([C:4]4[CH:3]=[CH:2][C:43]([O:46][CH3:45])=[CH:42][CH:41]=4)=[CH:6][CH:7]=[C:8]([O:39][CH3:40])[CH:9]=2)[CH:20]=[CH:19]3)[CH2:27][CH2:28][CH2:29][CH2:30][CH2:31]1. Reported procedure: Following the full procedure and workup for Compound 366, Compound 365b (100 mg, 0.175 mmol) was reacted with 4-methoxyphenylboronic acid (40 mg, 0.2625 mmol) to produce the title compound (15 mg, 15% yield). The reactants are O=C([O-])[O-], CN(C)C=O, Cl, Cl, CCI, [K+], [K+], Nc1[nH]c(=O)c(C(=O)NCC2CCNCC2)cc1Cl. Product: CCN1CCC(CNC(=O)c2cc(Cl)c(N)[nH]c2=O)CC1. As a reaction SMILES: [C:25](=[O:26])([O-:27])[O-:28].[CH3:31][N:32]([CH3:33])[CH:34]=[O:35].[ClH:1].[ClH:2].[I:22][CH2:23][CH3:24].[K+:29].[K+:30].[NH2:3][c:4]1[c:5]([Cl:21])[cH:6][c:7]([C:11](=[O:12])[NH:13][CH2:14][CH:15]2[CH2:16][CH2:17][NH:18][CH2:19][CH2:20]2)[c:8](=[O:10])[nH:9]1>>[NH2:3][c:4]1[c:5]([Cl:21])[cH:6][c:7]([C:11](=[O:12])[NH:13][CH2:14][CH:15]2[CH2:16][CH2:17][N:18]([CH2:23][CH3:24])[CH2:19][CH2:20]2)[c:8](=[O:10])[nH:9]1. Reported procedure: myristic acid amide of 3-amino-3-methyl-2,4-pentanediol. Yields the product CCCCCCCCCCCC(=O)NC(C)(C)O (lauric isopropanol amide). Reaction SMILES: [C:1]([NH2:16])(=[O:15])[CH2:2][CH2:3][CH2:4][CH2:5][CH2:6][CH2:7][CH2:8][CH2:9][CH2:10][CH2:11][CH2:12]CC.N[C:18](C)(C(O)C)[CH:19]([OH:21])[CH3:20]>>[CH3:12][CH2:11][CH2:10][CH2:9][CH2:8][CH2:7][CH2:6][CH2:5][CH2:4][CH2:3][CH2:2][C:1]([NH:16][C:19]([OH:21])([CH3:20])[CH3:18])=[O:15]. Reactants: C(CCCCCCCCCCCCC)(=O)N (myristic acid amide), NC(C(C)O)(C(C)O)C (3-amino-3-methyl-2,4-pentanediol). Starting materials: Cl (hydrochloric acid), Cl.COC(=O)NC1=NC2=C(N1)C=CC(=C2)S(=O)(=O)Cl (2-[(methoxycarbonyl)amino]-1H-benzimidazole-5-sulfonic acid chloride hydrochloride), COC(=O)NC1=NC2=C(N1)C=CC(=C2)S (2-[(methoxycarbonyl)amino]-1H-benzimidazole-5-thiol). The reagents and catalysts are [Fe] (Fe). Yields the product COC(=O)NC1=NC2=C(N1)C=CC(=C2)SCCC (2-[(Methoxycarbonyl)amino]-5-propylthio-1H-benzimidazole). As a reaction SMILES: Cl.Cl.[CH3:3][O:4][C:5]([NH:7][C:8]1[NH:12][C:11]2[CH:13]=[CH:14][C:15]([S:17](Cl)(=O)=O)=[CH:16][C:10]=2[N:9]=1)=[O:6].COC(NC1N[C:29]2C=CC(S)=[CH:34][C:28]=2N=1)=O>[Fe]>[CH3:3][O:4][C:5]([NH:7][C:8]1[NH:12][C:11]2[CH:13]=[CH:14][C:15]([S:17][CH2:29][CH2:28][CH3:34])=[CH:16][C:10]=2[N:9]=1)=[O:6] |f:1.2|. Reported procedure: Into 100 ml. of a 10% aqueous hydrochloric acid solution 10.8 g. (0.033 moles) of 2-[(methoxycarbonyl)amino]-1H-benzimidazole-5-sulfonic acid chloride hydrochloride and 10 g. of Fe powder are added at room temperature. The mixture is stirred at 70° to 80° C. for 5 hours, whereupon the precipitated 2-[(methoxycarbonyl)amino]-1H-benzimidazole-5-thiol is filtered off and converted into 2-[(methoxycarbonyl)amino]-5-propylthio-1H-benzimidazole as described in Example 10. The product melts at 208° to ... Reactants: O1CCOC12CCN(CC2)C2=NC1=C(C(O2)=O)C=CC=C1 (2-(1,4-dioxa-8-azaspiro[4.5]decan-8-yl)-4H-3,1-benzoxazin-4-one), NC1=NC=C(C=C1)Cl (2-amino-5-chloropyridine). The product is ClC=1C=CC(=NC1)NC(C1=C(C=CC=C1)NC(=O)N1CCC2(OCCO2)CC1)=O (N-(5-Chloropyridin-2-yl)-2-(1,4-dioxa-8-azaspiro[4.5]decan-8-ylcarbonyl)aminobenzamide). RXN SMILES: [O:1]1[C:5]2([CH2:10][CH2:9][N:8]([C:11]3[O:16][C:15](=[O:17])[C:14]4[CH:18]=[CH:19][CH:20]=[CH:21][C:13]=4[N:12]=3)[CH2:7][CH2:6]2)[O:4][CH2:3][CH2:2]1.[NH2:22][C:23]1[CH:28]=[CH:27][C:26]([Cl:29])=[CH:25][N:24]=1>>[Cl:29][C:26]1[CH:27]=[CH:28][C:23]([NH:22][C:15](=[O:17])[C:14]2[CH:18]=[CH:19][CH:20]=[CH:21][C:13]=2[NH:12][C:11]([N:8]2[CH2:7][CH2:6][C:5]3([O:4][CH2:3][CH2:2][O:1]3)[CH2:10][CH2:9]2)=[O:16])=[N:24][CH:25]=1. Reported procedure: Using a similar procedure to that described in example 51-D, 2-(1,4-dioxa-8-azaspiro[4.5]decan-8-yl)-4H-3,1-benzoxazin-4-one (1.30 g, 4.51 mmol) and 2-amino-5-chloropyridine (573 mg, 4.51 mmol) yielded, after recrystallization from EtOAc, 880 mg (47%) of the titled compound.